The task is: describe an organic reaction: reactants, conditions, products, and yield. This data is from the Open Reaction Database (ORD), a public repository of structured organic reaction records. The reactants are CCCCCCCNC(=O)N(C)c1cccc(-c2ccc(CCC(=O)OC)cc2OCCCCC)c1, CCCCC, CO, [Na+], C1CCOC1, [OH-]. Yields the product CCCCCCCNC(=O)N(C)c1cccc(-c2ccc(CCC(=O)O)cc2OCCCCC)c1. As a reaction SMILES: [CH2:3]([CH2:4][CH2:5][CH2:6][CH2:7][CH2:8][CH3:9])[NH:10][C:11]([N:12]([CH3:13])[c:14]1[cH:15][c:16](-[c:20]2[c:21]([O:32][CH2:33][CH2:34][CH2:35][CH2:36][CH3:37])[cH:22][c:23]([CH2:26][CH2:27][C:28](=[O:29])[O:30][CH3:31])[cH:24][cH:25]2)[cH:17][cH:18][cH:19]1)=[O:38].[CH3:39][CH2:40][CH2:41][CH2:42][CH3:43].[CH3:44][OH:45].[Na+:2].[O:46]1[CH2:47][CH2:48][CH2:49][CH2:50]1.[OH-:1]>>[CH2:3]([CH2:4][CH2:5][CH2:6][CH2:7][CH2:8][CH3:9])[NH:10][C:11]([N:12]([CH3:13])[c:14]1[cH:15][c:16](-[c:20]2[c:21]([O:32][CH2:33][CH2:34][CH2:35][CH2:36][CH3:37])[cH:22][c:23]([CH2:26][CH2:27][C:28](=[O:29])[OH:30])[cH:24][cH:25]2)[cH:17][cH:18][cH:19]1)=[O:38]. Product: CCOC(=O)C1CC(=O)C1. RXN SMILES: [CH2:9]([CH3:10])[C:11]([CH2:12][CH3:13])([CH2:14][CH3:15])[C:16]([O-:17])([O-:18])[O-:19].[CH3:20][c:21]1[cH:22][cH:23][cH:24][cH:25][cH:26]1.[O:1]=[C:2]1[CH2:3][CH:4]([C:6](=[O:7])[OH:8])[CH2:5]1>>[O:1]=[C:2]1[CH2:3][CH:4]([C:6]([O:7][CH2:9][CH3:10])=[O:8])[CH2:5]1. Starting materials: CCC(CC)(CC)C([O-])([O-])[O-], Cc1ccccc1, O=C1CC(C(=O)O)C1. The reactants are FF (fluorine), FC(C=1C(=NC=CC1)S(=O)(=O)O)(F)F (3-(trifluoromethyl)pyridine-2-sulfonic acid), FF (fluorine). The solvent is C(C)#N (acetonitrile). Yields the product F[N+]1=C(C(=CC=C1)C(F)(F)F)S(=O)(=O)[O-] (N-fluoro-3-(trifluoromethyl)pyridinium-2-sulfonate). As a reaction SMILES: [F:1][C:2]([F:14])([F:13])[C:3]1[C:4]([S:9]([OH:12])(=[O:11])=[O:10])=[N:5][CH:6]=[CH:7][CH:8]=1.[F:15]F>C(#N)C>[F:15][N+:5]1[CH:6]=[CH:7][CH:8]=[C:3]([C:2]([F:13])([F:1])[F:14])[C:4]=1[S:9]([O-:12])(=[O:11])=[O:10]. Procedure: To a mixture of 3-(trifluoromethyl)pyridine-2-sulfonic acid (115 mg, 0.5 mmol) and acetonitrile (20 ml) in a flask on a cooling bath kept at -10° C., a mixed gas of 10% fluorine/90% nitrogen was introduced at a flow rate of 15 ml/min. The total amount of the fluorine gas was 1.5 mmol. Thereafter, the nitrogen gas alone was introduced for 30 minutes. After the reaction mixture was concentrated, ethyl acetate was added to the residue. The precipitated crystal was recovered by filtration to obtain ... The reactants are NC1=NC(=NC(=N1)N)Cl (2,4-diamino-6-chloro-1,3,5-triazine), O1CCOCC1 (1,4-dioxane), C(CCCCCCCCCCCCCCCCC)N (octadecylamine), [OH-].[Na+] (sodium hydroxide). Procedure: A mixed solution of 14.5 g (0.1 mol) of 2,4-diamino-6-chloro-1,3,5-triazine prepared in Reference Example 1, 60 mL of water, 60 mL of 1,4-dioxane, and 26.9 g (0.1 mol) of octadecylamine was warmed with stirring and allowed to react at a reflux temperature for 3 hours. Further, an aqueous solution of 4.0 g (0.1 mol) of sodium hydroxide in 20 mL of water was dropwise added thereto over 1 hour and the mixture was allowed to react for additional 2 hours. After cooling the reaction mixture, the solve... As a reaction SMILES: [NH2:1][C:2]1[N:7]=[C:6]([NH2:8])[N:5]=[C:4](Cl)[N:3]=1.O1CCOCC1.[CH2:16]([NH2:34])[CH2:17][CH2:18][CH2:19][CH2:20][CH2:21][CH2:22][CH2:23][CH2:24][CH2:25][CH2:26][CH2:27][CH2:28][CH2:29][CH2:30][CH2:31][CH2:32][CH3:33].[OH-].[Na+]>O>[NH2:1][C:2]1[N:7]=[C:6]([NH2:8])[N:5]=[C:4]([NH:34][CH2:16][CH2:17][CH2:18][CH2:19][CH2:20][CH2:21][CH2:22][CH2:23][CH2:24][CH2:25][CH2:26][CH2:27][CH2:28][CH2:29][CH2:30][CH2:31][CH2:32][CH3:33])[N:3]=1 |f:3.4|. Conditions: time 1 hour. Yield: 90.9%. The solvent is O (water), O (water). Product: NC1=NC(=NC(=N1)N)NCCCCCCCCCCCCCCCCCC (2,4-diamino-6-octadecylamino-1,3,5-triazine). RXN SMILES: CCC(C)[BH-](C(C)CC)C(C)CC.[Li+].[CH3:15][N:16]1[CH2:33][C:31]2=[C:32]3[C:27](=[C:28]([O:34][CH3:35])[CH:29]=[CH:30]2)[O:26][C@H:25]2[C@@:19]3([CH:20]=[CH:21][C:22]([CH2:24]2)=[O:23])[CH2:18][CH2:17]1.CO>C1COCC1.C(Cl)(Cl)Cl>[CH3:15][N:16]1[CH2:33][C:31]2=[C:32]3[C:27](=[C:28]([O:34][CH3:35])[CH:29]=[CH:30]2)[O:26][C@H:25]2[C@@:19]3([CH:20]=[CH:21][C@@H:22]([OH:23])[CH2:24]2)[CH2:18][CH2:17]1 |f:0.1|. Yields the product CN1CC[C@]23C=C[C@H](C[C@H]2OC4=C(C=CC(=C34)C1)OC)O ((+)-galanthamine). Run in C1CCOC1 (THF), C(Cl)(Cl)Cl (CHCl3), C1CCOC1 (THF). Conditions: temperature -78 celsius, time 2 hour. The reactants are CN1CC[C@]23C=CC(=O)C[C@H]2OC4=C(C=CC(=C34)C1)OC ((+)-narwedine), CCC([BH-](C(CC)C)C(CC)C)C.[Li+] (L-Selectride), C(C)(CC)[BH-](C(C)CC)C(C)CC.[Li+] (lithium tri-sec-butylborohydride), CO (methanol), SiO2, 6A. Procedure: 2 mmole (1N in tetrahydrofuran {THF}) of L-Selectride® (lithium tri-sec-butylborohydride, Aldrich) is charged into 8 ml THF and cooled to -78° C. 1 mmole of (+)-narwedine in 50 ml THF is added dropwise over a period of 30 minutes. After addition, the solution is stirred at -78° C. for 2 hours and then warmed to 0° C. 0.4 ml of methanol is added and the solution is warmed to 25° C. and stirred for 15 minutes. Solvent is then evaporated under vacuum to dryness to obtain a syrup. The syrup is disso...